The task is: describe an organic reaction: reactants, conditions, products, and yield. This data is from the Open Reaction Database (ORD), a public repository of structured organic reaction records. Reactants: C(C)OC(C(C(=O)OCC)CC(C[C@@H](C)[C@H]1CC[C@H]2[C@@H]3CC=C4C[C@H](CC[C@]4(C)[C@H]3CC[C@]12C)OC1OCCCC1)(F)F)=O (23,23-Difluoro-3β-tetrahydropyranyloxycholest-5-ene-26,27-dioic Acid Diethyl Ester), [H-].[Na+] (sodium hydride), ClN1C(CCC1=O)=O (N-chlorosuccinimide). The solvent is C(OC)COC (dimethoxyethane). Conditions: time 1 hour. Product: C(C)OC(C(C(=O)OCC)(CC(C[C@@H](C)[C@H]1CC[C@H]2[C@@H]3CC=C4C[C@H](CC[C@]4(C)[C@H]3CC[C@]12C)OC1OCCCC1)(F)F)Cl)=O (25-Chloro-23,23-difluoro-3β-tetrahydropyranyloxycholest-5-ene-26,27-dioic Acid Diethyl Ester). Yield: 98.7%. RXN SMILES: [CH2:1]([O:3][C:4](=[O:44])[CH:5]([CH2:11][C:12]([F:43])([F:42])[CH2:13][C@H:14]([C@@H:16]1[C@:33]2([CH3:34])[C@H:19]([C@H:20]3[C@H:30]([CH2:31][CH2:32]2)[C@:28]2([CH3:29])[C:23]([CH2:24][C@@H:25]([O:35][CH:36]4[CH2:41][CH2:40][CH2:39][CH2:38][O:37]4)[CH2:26][CH2:27]2)=[CH:22][CH2:21]3)[CH2:18][CH2:17]1)[CH3:15])[C:6]([O:8][CH2:9][CH3:10])=[O:7])[CH3:2].[H-].[Na+].[Cl:47]N1C(=O)CCC1=O>C(COC)OC>[CH2:1]([O:3][C:4](=[O:44])[C:5]([Cl:47])([CH2:11][C:12]([F:42])([F:43])[CH2:13][C@H:14]([C@@H:16]1[C@:33]2([CH3:34])[C@H:19]([C@H:20]3[C@H:30]([CH2:31][CH2:32]2)[C@:28]2([CH3:29])[C:23]([CH2:24][C@@H:25]([O:35][CH:36]4[CH2:41][CH2:40][CH2:39][CH2:38][O:37]4)[CH2:26][CH2:27]2)=[CH:22][CH2:21]3)[CH2:18][CH2:17]1)[CH3:15])[C:6]([O:8][CH2:9][CH3:10])=[O:7])[CH3:2] |f:1.2|. Reported procedure: The diester (9) (700 mg, 1.125 mmol) was treated with sodium hydride (39 mg, 1.625 mmol) in dimethoxyethane (20 ml) at room temperature under argon atmosphere for 1 hr. Then, to this solution N-chlorosuccinimide (180 mg, 1.35 mmol) was added and the mixture was stirred at room temperature for 1 hr. The usual work-up (ether for extraction) gave a crude product, which was applied to a column of silica gel (20 g). Elution with n-hexane-ether (10:1) provided the chlorodiester (10) (730 mg, 99%), gla...